Dataset: the Open Reaction Database (ORD), a public repository of structured organic reaction records. Task: describe an organic reaction: reactants, conditions, products, and yield The reactants are [H-].[Al+3].[Li+].[H-].[H-].[H-] (Lithium aluminium hydride), C(C1=CC=CC=C1)OC(NCC(C1=CC=C(C=C1)C=1C=NNC1)C1=CC=C(C=C1)F)=O ({2-(4-Fluoro-phenyl)-2-[4-(1H-pyrazol-4-yl)-phenyl]-ethyl}-carbamic acid benzyl ester). Solvent: O1CCCC1 (tetrahydrofuran). Reaction conditions: time 51 hour. The product is FC1=CC=C(C=C1)C(CNC)C1=CC=C(C=C1)C=1C=NNC1 ({2-(4-Fluoro-phenyl)-2-[4-(1H-pyrazol-4-yl)-phenyl]-ethyl}-methyl-amine). RXN SMILES: [H-].[Al+3].[Li+].[H-].[H-].[H-].C(O[C:15](=O)[NH:16][CH2:17][CH:18]([C:30]1[CH:35]=[CH:34][C:33]([F:36])=[CH:32][CH:31]=1)[C:19]1[CH:24]=[CH:23][C:22]([C:25]2[CH:26]=[N:27][NH:28][CH:29]=2)=[CH:21][CH:20]=1)C1C=CC=CC=1>O1CCCC1>[F:36][C:33]1[CH:32]=[CH:31][C:30]([CH:18]([C:19]2[CH:24]=[CH:23][C:22]([C:25]3[CH:29]=[N:28][NH:27][CH:26]=3)=[CH:21][CH:20]=2)[CH2:17][NH:16][CH3:15])=[CH:35][CH:34]=1 |f:0.1.2.3.4.5|. Procedure: Lithium aluminium hydride (5.3 ml, 5.30 mmol, 1M in tetrahydrofuran) was slowly added to {2-(4-Fluoro-phenyl)-2-[4-(1H-pyrazol-4-yl)-phenyl]-ethyl}-carbamic acid benzyl ester (439 mg, 1.06 mmol) in tetrahydrofuran (5 ml) at 0° C. under nitrogen. The reaction mixture was allowed to warm to room temperature, stirred for 51 hours and quenched with water (5 ml), aqueous sodium hydroxide (2N, 5 ml) and ethyl acetate (10 ml). The aqueous layer was separated, extracted with ethyl acetate (2×20 ml). The... Reactants: O=C([O-])[O-], CCI, CN(C)C=O, O=C(O)c1c[nH]c2c(F)c(F)c(F)cc2c1=O, [K+], [K+]. Product: CCn1cc(C(=O)O)c(=O)c2cc(F)c(F)c(F)c21. As a reaction SMILES: [C:18](=[O:19])([O-:20])[O-:21].[CH2:24]([CH3:25])[I:26].[CH3:27][N:28]([CH3:29])[CH:30]=[O:31].[F:1][c:2]1[cH:3][c:4]2[c:5](=[O:17])[c:6]([C:14](=[O:15])[OH:16])[cH:7][nH:8][c:9]2[c:10]([F:13])[c:11]1[F:12].[K+:22].[K+:23]>>[F:1][c:2]1[cH:3][c:4]2[c:5](=[O:17])[c:6]([C:14](=[O:15])[OH:16])[cH:7][n:8]([CH2:24][CH3:25])[c:9]2[c:10]([F:13])[c:11]1[F:12]. Starting materials: C(C)(C)(C)OC(=O)N1CC2(CC1)CCNCC2 (2,8-diaza-spiro[4.5]decane-2-carboxylic acid tert-butyl ester), CS(=O)(=O)Cl (methanesulfonyl chloride). Run in C(Cl)Cl (CH2Cl2), C(C)N(CC)CC (triethylamine). Conditions: time 8 hour. The product is C(C)(C)(C)OC(=O)N1CC2(CC1)CCN(CC2)S(=O)(=O)C (8-methane sulfonyl-2,8-diaza-spiro[4.5]decane-2-carboxylic acid tert-butyl ester). Isolated yield 29.6%. Reaction SMILES: [C:1]([O:5][C:6]([N:8]1[CH2:12][CH2:11][C:10]2([CH2:17][CH2:16][NH:15][CH2:14][CH2:13]2)[CH2:9]1)=[O:7])([CH3:4])([CH3:3])[CH3:2].[CH3:18][S:19](Cl)(=[O:21])=[O:20]>C(Cl)Cl.C(N(CC)CC)C>[C:1]([O:5][C:6]([N:8]1[CH2:12][CH2:11][C:10]2([CH2:17][CH2:16][N:15]([S:19]([CH3:18])(=[O:21])=[O:20])[CH2:14][CH2:13]2)[CH2:9]1)=[O:7])([CH3:4])([CH3:2])[CH3:3]. Procedure: To a solution of 2,8-diaza-spiro[4.5]decane-2-carboxylic acid tert-butyl ester (1.12 g, 4.66 mol) in CH2Cl2 (10 ml), triethylamine (3.88 ml) and methanesulfonyl chloride (1.08 ml, 14 mmol) are added at 0° C. The reaction mixture is stirred for overnight, quenched with ice-water and extracted with dichloromethane. The combined extracts are washed with H2O, brine and dried over sodium sulphate to give crude 8-methane sulfonyl-2,8-diaza-spiro[4.5]decane-2-carboxylic acid tert-butyl ester (1.32 g). Reactants: ClC1=C(C=CC=C1C#N)C#N (2-chloro-1,3-dicyanobenzene), C(CS)(=O)OC (methyl thioglycolate), C([O-])([O-])=O.[Na+].[Na+] (sodium carbonate). Solvent: CO (methanol). Product: NC1=C(SC2=C1C=CC=C2C#N)C(=O)OC (3-Amino-2-carbomethoxy-7-cyano-benzthiophene). Yield: 65.0%. Reaction SMILES: Cl[C:2]1[C:7]([C:8]#[N:9])=[CH:6][CH:5]=[CH:4][C:3]=1[C:10]#[N:11].[C:12]([O:16][CH3:17])(=[O:15])[CH2:13][SH:14].C(=O)([O-])[O-].[Na+].[Na+]>CO>[NH2:11][C:10]1[C:3]2[CH:4]=[CH:5][CH:6]=[C:7]([C:8]#[N:9])[C:2]=2[S:14][C:13]=1[C:12]([O:16][CH3:17])=[O:15] |f:2.3.4|. Procedure: 2-chloro-1,3-dicyanobenzene (972 mg, 6.0 mmol) was treated with 1 eq of methyl thioglycolate and 1 eq sodium carbonate in methanol as described in Example 41A to give the title compound in 65% yield. 1H NMR (300 MHz, D6-DMSO d 3.83 (s, 3H), 7.38 (bs, 2H), 7.62 (t, J=8 Hz, 1H), 8.10 (d, J=8 Hz, 1H), 8.50 (d, J=8 Hz, 1H). MS (DCI/NH3) m/e 250 (M+NH4)+.